The task is: describe an organic reaction: reactants, conditions, products, and yield. This data is from the Open Reaction Database (ORD), a public repository of structured organic reaction records. The reactants are CCC(C)Nc1nc(C(F)(F)F)ccc1C=CC(=O)O, Cl, CS(=O)(=O)Nc1ccc(CN)cc1F. Product: CCC(C)Nc1nc(C(F)(F)F)ccc1C=CC(=O)NCc1ccc(NS(C)(=O)=O)c(F)c1. RXN SMILES: [CH:16]([CH3:17])([CH2:18][CH3:19])[NH:20][c:21]1[n:22][c:23]([C:32]([F:33])([F:34])[F:35])[cH:24][cH:25][c:26]1[CH:27]=[CH:28][C:29](=[O:30])[OH:31].[ClH:15].[NH2:1][CH2:2][c:3]1[cH:4][c:5]([F:14])[c:6]([NH:9][S:10](=[O:11])(=[O:12])[CH3:13])[cH:7][cH:8]1>>[NH:1]([CH2:2][c:3]1[cH:4][c:5]([F:14])[c:6]([NH:9][S:10](=[O:11])(=[O:12])[CH3:13])[cH:7][cH:8]1)[C:29]([CH:28]=[CH:27][c:26]1[c:21]([NH:20][CH:16]([CH3:17])[CH2:18][CH3:19])[n:22][c:23]([C:32]([F:33])([F:34])[F:35])[cH:24][cH:25]1)=[O:30]. The reactants are O1CCN(CC1)CCC=O (3-morpholinopropionaldehyde), N1CCCC1 (pyrrolidine). The reagents and catalysts are [Ni] (Raney nickel). The solvent is O1CCOCC1 (dioxane). The product is O1CCN(CC1)CCCN1CCCC1 (Morpholinopropylpyrrolidine). RXN SMILES: [O:1]1[CH2:6][CH2:5][N:4]([CH2:7][CH2:8][CH:9]=O)[CH2:3][CH2:2]1.[NH:11]1[CH2:15][CH2:14][CH2:13][CH2:12]1>O1CCOCC1.[Ni]>[O:1]1[CH2:6][CH2:5][N:4]([CH2:7][CH2:8][CH2:9][N:11]2[CH2:15][CH2:14][CH2:13][CH2:12]2)[CH2:3][CH2:2]1. Procedure details: 143 g (1 mol) of 3-morpholinopropionaldehyde in 143 g of dioxane are pumped into 71 g (1 mol) of pyrrolidine and 40 g of Raney nickel at 120° C. and hydrogenated at 160 bar. The reaction mixture is suction filtered, concentrated by evaporation and distilled. B.p. 0.1 : 82° C., purity according to gas chromatogram: 94.5%. Yield: 51 g; molar mass found: 196 v. the molecular weight calculated for C11H22N2O: 198. Starting materials: CCOC(=O)c1c(CC(=O)O)n(-c2ccc(OC(C)C)cc2)c2ccc(Oc3ccc(C(F)(F)F)cn3)cc12, CCO, [Na+], [OH-]. Yields the product CC(C)Oc1ccc(-n2c(CC(=O)O)c(C(=O)O)c3cc(Oc4ccc(C(F)(F)F)cn4)ccc32)cc1. As a reaction SMILES: [CH2:1]([CH3:2])[O:3][C:4](=[O:5])[c:6]1[c:7]([CH2:36][C:37](=[O:38])[OH:39])[n:8](-[c:26]2[cH:27][cH:28][c:29]([O:32][CH:33]([CH3:34])[CH3:35])[cH:30][cH:31]2)[c:9]2[cH:10][cH:11][c:12]([O:15][c:16]3[n:17][cH:18][c:19]([C:22]([F:23])([F:24])[F:25])[cH:20][cH:21]3)[cH:13][c:14]12.[CH3:42][CH2:43][OH:44].[Na+:41].[OH-:40]>>[O:3]=[C:4]([OH:5])[c:6]1[c:7]([CH2:36][C:37](=[O:38])[OH:39])[n:8](-[c:26]2[cH:27][cH:28][c:29]([O:32][CH:33]([CH3:34])[CH3:35])[cH:30][cH:31]2)[c:9]2[cH:10][cH:11][c:12]([O:15][c:16]3[n:17][cH:18][c:19]([C:22]([F:23])([F:24])[F:25])[cH:20][cH:21]3)[cH:13][c:14]12. Starting materials: C1(=CC=CC=C1)C1=CC=C(C(=O)N)C=C1 (4-Phenylbenzamide), C1(=CC=C(C=C1)S(=O)(=O)O)C (p-toluenesulfonic acid), CC(C)(C)C=O (pivaldehyde), N1N=NC2=C1C=CC=C2 (benzotriazole). Product: N1(N=NC2=C1C=CC=C2)C(C(C)(C)C)NC(C2=CC=C(C=C2)C2=CC=CC=C2)=O (N-[1-(1H-1,2,3-benzotriazol-1-yl)-2,2-dimethylpropyl]-4-phenylbenzamide). As a reaction SMILES: [C:1]1([C:7]2[CH:15]=[CH:14][C:10]([C:11]([NH2:13])=[O:12])=[CH:9][CH:8]=2)[CH:6]=[CH:5][CH:4]=[CH:3][CH:2]=1.[CH3:16][C:17]([CH:20]=O)([CH3:19])[CH3:18].[NH:22]1[C:26]2[CH:27]=[CH:28][CH:29]=[CH:30][C:25]=2[N:24]=[N:23]1.C1(C)C=CC(S(O)(=O)=O)=CC=1>>[N:22]1([CH:20]([NH:13][C:11](=[O:12])[C:10]2[CH:9]=[CH:8][C:7]([C:1]3[CH:2]=[CH:3][CH:4]=[CH:5][CH:6]=3)=[CH:15][CH:14]=2)[C:17]([CH3:18])([CH3:19])[CH3:16])[C:26]2[CH:27]=[CH:28][CH:29]=[CH:30][C:25]=2[N:24]=[N:23]1. Reported procedure: 4-Phenylbenzamide, pivaldehyde, benzotriazole, and p-toluenesulfonic acid were processed as described in Example 53A to provide the desired product. Reported procedure: [5-(4-Bromo-phenyl)-3-methyl-isoxazol-4-yl]-carbamic acid tert-butyl ester (0.38 g, 1.07 mmol) was treated with 50% trifluoroacetic acid in CH2Cl2 and stirred for 3 hours. Once no starting material was seen by analytical LCMS, the mixture was concentrated to give the title compound. The product is BrC1=CC=C(C=C1)C1=C(C(=NO1)C)N (5-(4-Bromo-phenyl)-3-methyl-isoxazol-4-ylamine). Reaction SMILES: C(OC(=O)[NH:7][C:8]1[C:9]([CH3:20])=[N:10][O:11][C:12]=1[C:13]1[CH:18]=[CH:17][C:16]([Br:19])=[CH:15][CH:14]=1)(C)(C)C.FC(F)(F)C(O)=O>C(Cl)Cl>[Br:19][C:16]1[CH:15]=[CH:14][C:13]([C:12]2[O:11][N:10]=[C:9]([CH3:20])[C:8]=2[NH2:7])=[CH:18][CH:17]=1. The reactants are C(C)(C)(C)OC(NC=1C(=NOC1C1=CC=C(C=C1)Br)C)=O ([5-(4-Bromo-phenyl)-3-methyl-isoxazol-4-yl]-carbamic acid tert-butyl ester), FC(C(=O)O)(F)F (trifluoroacetic acid). Run in C(Cl)Cl (CH2Cl2). Conditions: time 3 hour. Starting materials: C1COCCO1, Cl, CC(C)(C)OC(=O)N1CCN(c2cncc(C(F)(F)F)c2)CC1. Product: FC(F)(F)c1cncc(N2CCNCC2)c1. RXN SMILES: [CH2:25]1[O:26][CH2:27][CH2:28][O:29][CH2:30]1.[ClH:24].[F:1][C:2]([c:3]1[cH:4][c:5]([N:9]2[CH2:10][CH2:11][N:12]([C:15]([O:16][C:17]([CH3:18])([CH3:19])[CH3:20])=[O:21])[CH2:13][CH2:14]2)[cH:6][n:7][cH:8]1)([F:22])[F:23]>>[F:1][C:2]([c:3]1[cH:4][c:5]([N:9]2[CH2:10][CH2:11][NH:12][CH2:13][CH2:14]2)[cH:6][n:7][cH:8]1)([F:22])[F:23]. Starting materials: ClC1=C(C=C(O)C=C1)O (4-Chlororesorcinol), CN(C)C=O (DMF), BrC1=C(C=CC=C1)CC(=O)O (2-bromophenyl acetic acid), P(Cl)(Cl)(Cl)(Cl)Cl (PCl5). Product: BrC1=C(C=CC=C1)C1=COC2=CC(=C(C=C2C1=O)Cl)O (3-(2-Bromo-phenyl)-6-chloro-7-hydroxy-chromen-4-one). Yield: 39.1%. Reaction SMILES: [Cl:1][C:2]1[CH:8]=[CH:7][C:5]([OH:6])=[CH:4][C:3]=1[OH:9].[Br:10][C:11]1[CH:16]=[CH:15][CH:14]=[CH:13][C:12]=1[CH2:17][C:18]([OH:20])=O.P(Cl)(Cl)(Cl)(Cl)Cl.[CH3:27]N(C=O)C>>[Br:10][C:11]1[CH:16]=[CH:15][CH:14]=[CH:13][C:12]=1[C:17]1[C:18](=[O:20])[C:7]2[C:5](=[CH:4][C:3]([OH:9])=[C:2]([Cl:1])[CH:8]=2)[O:6][CH:27]=1. Procedure details: This compounds was synthesised in the same manner as described above. 4-Chlororesorcinol (2.0 g, 13.8 mmol), 2-bromophenyl acetic acid (2.98 g, 13.8 mmol), BF3Et2O (8 ml), PCl5 (4.3 g, 20.6 mmol), DMF (8 ml and 12 ml). The precipitate formed was filtered and re-crystallized from methanol to give 3-(2-Bromo-phenyl)-6-chloro-7-hydroxy-chromen-4-one as a white solid (1.9 g, 39.1%); Rf 0.85 ethyl acetate/hexane (75/25). Reactants: FC(C(=O)NCC1CN(CCO1)C(=O)OCC1=CC=CC=C1)(F)F (Benzyl 2-{[(trifluoroacetyl)amino]methyl}morpholine-4-carboxylate), C([O-])([O-])=O.[K+].[K+] (potassium carbonate). Run in CO.O (methanol water). Reaction conditions: temperature 22 celsius, time 36 hour. The product is NCC1CN(CCO1)C(=O)OCC1=CC=CC=C1 (Benzyl 2-(aminomethyl)morpholine-4-carboxylate). Yield: 71.4%. As a reaction SMILES: FC(F)(F)C([NH:5][CH2:6][CH:7]1[O:12][CH2:11][CH2:10][N:9]([C:13]([O:15][CH2:16][C:17]2[CH:22]=[CH:21][CH:20]=[CH:19][CH:18]=2)=[O:14])[CH2:8]1)=O.C(=O)([O-])[O-].[K+].[K+]>CO.O>[NH2:5][CH2:6][CH:7]1[O:12][CH2:11][CH2:10][N:9]([C:13]([O:15][CH2:16][C:17]2[CH:22]=[CH:21][CH:20]=[CH:19][CH:18]=2)=[O:14])[CH2:8]1 |f:1.2.3,4.5|. Procedure details: To a stirred solution of Intermediate 4 (4.4 g) in 1:1 methanol/water (300 ml) was added potassium carbonate (17.5 g). The mixture was stirred at 22° C. for 36 h before the volatiles were evaporated in vacuo. The residue was dissolved in water and the solution extracted with dichloromethane (×3). The combined organic extracts were washed with saturated aqueous sodium chloride solution, dried over magnesium sulphate and filtered before evaporation of the solvent in vacuo. The residue was dissolve... Reactants: C(C1=CC=CC=C1)(=O)OC(CC)[C@H]1O[C@H]([C@@H](C1)O)N1C(SC2=C1N=C(NC2=O)N)=O (1-[(2S,4R,5R)-5-(5-amino-2,7-dioxo-6H-thiazolo[4,5-d]pyrimidin-3-yl)-4-hydroxy-tetrahydrofuran-2-yl]propyl benzoate), C(C1=CC=CC=C1)(=O)OC(CC)[C@H]1O[C@H]([C@@H](C1)O)N1C(SC2=C1N=C(NC2=O)N)=O (1-[(2S,4R,5R)-5-(5-amino-2,7-dioxo-6H-thiazolo[4,5-d]pyrimidin-3-yl)-4-hydroxy-tetrahydrofuran-2-yl]propyl benzoate), ClC(OC1=CC=CC=C1)=S (O-phenyl chloromethanethioate). The reagents and catalysts are CN(C)C=1C=CN=CC1 (DMAP). The solvent is C(Cl)Cl (DCM). The product is C(C1=CC=CC=C1)(=O)OC(CC)[C@H]1O[C@H]([C@@H](C1)OC(=S)OC1=CC=CC=C1)N1C(SC2=C1N=C(NC2=O)N)=O (1-[(2S,4R,5R)-5-(5-amino-2,7-dioxo-6H-thiazolo[4,5-d]pyrimidin-3-yl)-4-phenoxycarbothioyloxy-tetrahydrofuran-2-yl]propyl benzoate). Yield: 33.4%. RXN SMILES: [C:1]([O:9][CH:10]([C@@H:13]1[CH2:17][C@@H:16]([OH:18])[C@H:15]([N:19]2[C:23]3[N:24]=[C:25]([NH2:29])[NH:26][C:27](=[O:28])[C:22]=3[S:21][C:20]2=[O:30])[O:14]1)[CH2:11][CH3:12])(=[O:8])[C:2]1[CH:7]=[CH:6][CH:5]=[CH:4][CH:3]=1.Cl[C:32](=[S:40])[O:33][C:34]1[CH:39]=[CH:38][CH:37]=[CH:36][CH:35]=1>C(Cl)Cl.CN(C1C=CN=CC=1)C>[C:1]([O:9][CH:10]([C@@H:13]1[CH2:17][C@@H:16]([O:18][C:32]([O:33][C:34]2[CH:39]=[CH:38][CH:37]=[CH:36][CH:35]=2)=[S:40])[C@H:15]([N:19]2[C:23]3[N:24]=[C:25]([NH2:29])[NH:26][C:27](=[O:28])[C:22]=3[S:21][C:20]2=[O:30])[O:14]1)[CH2:11][CH3:12])(=[O:8])[C:2]1[CH:7]=[CH:6][CH:5]=[CH:4][CH:3]=1. Procedure: To a solution of 1-[(2S,4R,5R)-5-(5-amino-2,7-dioxo-6H-thiazolo[4,5-d]pyrimidin-3-yl)-4-hydroxy-tetrahydrofuran-2-yl]propyl benzoate (compound 26d, 4.32 g, 10.0 mmol) in DCM (60 mL) was added DMAP (2.44 g, 20 mmol) and O-phenyl chloromethanethioate (1.6 mL, 12.0 mmol) with stirring. After being stirred at room temperature for 2 hours, the resulting solution was concentrated in vacuo and the residue was purified by column chromatography on silica gel (eluting with 1:10 to 1:1 EtOAc in petroleum e...